This data is from the Open Reaction Database (ORD), a public repository of structured organic reaction records. The task is: describe an organic reaction: reactants, conditions, products, and yield RXN SMILES: [NH2:1][C:2]1[N:7]=[CH:6][N:5]=[C:4]2[N:8]([CH2:18][C:19]3[N:28]([CH2:29][C:30]4[CH:35]=[CH:34][CH:33]=[CH:32][C:31]=4[Cl:36])[C:27](=[O:37])[C:26]4[C:21](=[CH:22][CH:23]=[CH:24][C:25]=4[C:38]#[C:39][Si](C(C)C)(C(C)C)C(C)C)[N:20]=3)[N:9]=[C:10]([C:11]3[CH:16]=[CH:15][CH:14]=[C:13]([OH:17])[CH:12]=3)[C:3]=12.[F-].C([N+](CCCC)(CCCC)CCCC)CCC>CN(C=O)C.C1COCC1.O>[NH2:1][C:2]1[N:7]=[CH:6][N:5]=[C:4]2[N:8]([CH2:18][C:19]3[N:28]([CH2:29][C:30]4[CH:35]=[CH:34][CH:33]=[CH:32][C:31]=4[Cl:36])[C:27](=[O:37])[C:26]4[C:21](=[CH:22][CH:23]=[CH:24][C:25]=4[C:38]#[CH:39])[N:20]=3)[N:9]=[C:10]([C:11]3[CH:16]=[CH:15][CH:14]=[C:13]([OH:17])[CH:12]=3)[C:3]=12 |f:1.2|. The reactants are NC1=C2C(=NC=N1)N(N=C2C2=CC(=CC=C2)O)CC2=NC1=CC=CC(=C1C(N2CC2=C(C=CC=C2)Cl)=O)C#C[Si](C(C)C)(C(C)C)C(C)C (2-((4-amino-3-(3-hydroxyphenyl)-1H-pyrazolo[3,4-d]pyrimidin-1-yl)methyl)-3-(2-chlorobenzyl)-5-((triisopropylsilyl)ethynyl)quinazolin-4(3H)one), [F-].C(CCC)[N+](CCCC)(CCCC)CCCC (tetrabutylammonium fluoride), solution. Procedure details: To a stirred solution of compound (19) (107 mg, 0.15 mmol) in DMF (0.50 mL) was added tetrabutylammonium fluoride (190 μL of a 1.0 M solution in THF, 0.19 mmol). After 10 min, the reaction mixture was diluted with water (3.0 mL) and cooled to 0° C. for 30 min. The resulting solid was collected by filtration and purified by flash column chromatography, eluting with 4.5% methanol in DCM, to afford the title compound, Example 1, (70 mg, 85%) as a white solid: m/z 534/536 (M+H)+ (ES+); Rt 3.73 min; ... Conditions: temperature 0 celsius, time 10 minute. Product: NC1=C2C(=NC=N1)N(N=C2C2=CC(=CC=C2)O)CC2=NC1=CC=CC(=C1C(N2CC2=C(C=CC=C2)Cl)=O)C#C (2-((4-Amino-3-(3-hydroxyphenyl)-1H-pyrazolo[3,4-d]pyrimidin-1-yl)methyl)-3-(2-chlorobenzyl)-5-ethynylquinazolin-4(3H)-one). The solvent is CN(C)C=O (DMF), C1CCOC1 (THF), O (water).